This data is from the Open Reaction Database (ORD), a public repository of structured organic reaction records. The task is: describe an organic reaction: reactants, conditions, products, and yield The reactants are Br (HBr), C(C)OC=1C=C(C=CC1OC)C#C (3-Ethoxy-4-methoxyphenylacetylene). Product: BrC(=C)C1=CC(=C(C=C1)OC)OCC (1-Bromo-1-(3-ethoxy-4-methoxyphenyl)ethene). Yield: 93.3%. As a reaction SMILES: [BrH:1].[CH2:2]([O:4][C:5]1[CH:6]=[C:7]([C:13]#[CH:14])[CH:8]=[CH:9][C:10]=1[O:11][CH3:12])[CH3:3]>>[Br:1][C:13]([C:7]1[CH:8]=[CH:9][C:10]([O:11][CH3:12])=[C:5]([O:4][CH2:2][CH3:3])[CH:6]=1)=[CH2:14]. Procedure: According to the General Procedure D, HBr (33% in acetic acid, 1.22 ml, 0.51 g, 6.25 mmol) and 3-Ethoxy-4-methoxyphenylacetylene (1.10 g, 6.25 mmol) are converted to give after workup and chromatography (SiO2 PE/EE 5:1, Rf=0.35) the title compound (1.53 g, 5.83 mmol) as a brown oil; C11H13BrO2 (257.13). Reactants: BrC1=CC=C(O)C=C1. Reagents/catalysts: O1B(OC(C)(C)C1(C)C)B2OC(C)(C)C(O2)(C)C, N=1C=CC(=CC1C=2N=CC=C(C2)C(C)(C)C)C(C)(C)C, O1BOC(C)(C)C1(C)C, C[OH2+].C[OH2+].C1CC=CCCC=C1.C1CC=CCCC=C1.[Ir].[Ir]. Run in C1CCCCC1. Conditions: temperature 80 celsius, time 24 hour. Product: BrC1=CC=C(O)C(=C1)B2OC(C)(C)C(O2)(C)C. Yield: 63.0%. The reactants are CCNc1ccc(Oc2ccnc3cc(OC)c(OC)cc23)cc1, COc1ccccc1CCC(=O)N=C=S, COc1ccccc1CCC(=O)O, Cc1ccccc1, CCO, O=S(Cl)Cl, O=C(Cl)CCCc1ccccc1. Product: CCN(C(=S)NC(=O)CCc1ccccc1OC)c1ccc(Oc2ccnc3cc(OC)c(OC)cc23)cc1. Reaction SMILES: [CH3:30][O:31][c:32]1[cH:33][c:34]2[c:35]([O:44][c:45]3[cH:46][cH:47][c:48]([NH:51][CH2:52][CH3:53])[cH:49][cH:50]3)[cH:36][cH:37][n:38][c:39]2[cH:40][c:41]1[O:42][CH3:43].[CH3:54][O:55][c:56]1[c:57]([CH2:62][CH2:63][C:64](=[O:65])[N:66]=[C:67]=[S:68])[cH:58][cH:59][cH:60][cH:61]1.[CH3:5][O:6][c:7]1[cH:8][cH:9][cH:10][cH:11][c:12]1[CH2:13][CH2:14][C:15]([OH:16])=[O:17].[CH3:69][c:70]1[cH:71][cH:72][cH:73][cH:74][cH:75]1.[CH3:76][CH2:77][OH:78].[S:1]([Cl:2])([Cl:3])=[O:4].[c:18]1([CH2:19][CH2:20][CH2:21][C:22]([Cl:23])=[O:24])[cH:25][cH:26][cH:27][cH:28][cH:29]1>>[CH3:30][O:31][c:32]1[cH:33][c:34]2[c:35]([O:44][c:45]3[cH:46][cH:47][c:48]([N:51]([CH2:52][CH3:53])[C:67]([NH:66][C:64]([CH2:63][CH2:62][c:57]4[c:56]([O:55][CH3:54])[cH:61][cH:60][cH:59][cH:58]4)=[O:65])=[S:68])[cH:49][cH:50]3)[cH:36][cH:37][n:38][c:39]2[cH:40][c:41]1[O:42][CH3:43]. Reactants: NC1=NC=CC(=C1[N+](=O)[O-])Cl (2-amino-4-chloro-3-nitropyridine), Cl (hydrochloric acid), N (ammonia). Reagents/catalysts: [Fe] (iron). Solvent: CO (methanol). Product: ClC1=C(C(=NC=C1)N)N (4-Chloro-2,3-diaminopyridine). As a reaction SMILES: [NH2:1][C:2]1[C:7]([N+:8]([O-])=O)=[C:6]([Cl:11])[CH:5]=[CH:4][N:3]=1.Cl.N>[Fe].CO>[Cl:11][C:6]1[CH:5]=[CH:4][N:3]=[C:2]([NH2:1])[C:7]=1[NH2:8]. Procedure: 3.6 g of 2-amino-4-chloro-3-nitropyridine was added to 21 ml of methanol and 24 ml of concentrated hydrochloric acid, and the mixture was vigorously stirred. Powdery iron was added in small portions to the mixture. 10 min after the completion of the addition, the mixture was poured into an iced concentrated aqueous ammonia and extracted with ethyl acetate. The extract was dried over magnesium sulfate, and the solvent was distilled off in vacuo. The residue was purified by silica gel chromatograp... Reactants: FC1=CC=2C3=C(NC2C=C1)C(=CN=C3N[C@H]3[C@@H](CC1(OCCO1)CC3)C)C#N (8-fluoro-1-{[(7R,8R)-7-methyl-1,4-dioxaspiro[4.5]dec-8-yl]amino}-5H-pyrido[4,3-b]indole-4-carbonitrile), Cl (HCl). Solvent: CCOC(=O)C (EtOAc), CC(=O)C (acetone). Run at temperature 50 celsius. Yields the product FC1=CC=2C3=C(NC2C=C1)C(=CN=C3N[C@H]3[C@@H](CC(CC3)=O)C)C#N (8-Fluoro-1-{[(1R,2R)-2-methyl-4-oxocyclohexyl]amino}-5H-pyrido[4,3-b]indole-4-carbonitrile). As a reaction SMILES: [F:1][C:2]1[CH:10]=[CH:9][C:8]2[NH:7][C:6]3[C:11]([C:27]#[N:28])=[CH:12][N:13]=[C:14]([NH:15][C@@H:16]4[CH2:25][CH2:24][C:19]5(OCC[O:20]5)[CH2:18][C@H:17]4[CH3:26])[C:5]=3[C:4]=2[CH:3]=1.Cl>CC(C)=O.CCOC(C)=O>[F:1][C:2]1[CH:10]=[CH:9][C:8]2[NH:7][C:6]3[C:11]([C:27]#[N:28])=[CH:12][N:13]=[C:14]([NH:15][C@@H:16]4[CH2:25][CH2:24][C:19](=[O:20])[CH2:18][C@H:17]4[CH3:26])[C:5]=3[C:4]=2[CH:3]=1. Reported procedure: To a stirred solution of 8-fluoro-1-{[(7R,8R)-7-methyl-1,4-dioxaspiro[4.5]dec-8-yl]amino}-5H-pyrido[4,3-b]indole-4-carbonitrile (8.5 g, 22.3 mmol) in acetone (100 mL) was added HCl (1 M, 100 mL, 100 mmol). The mixture was heated to 50° C. for 1 h, diluted with EtOAc, and washed with 1 N NaOH. The organic layer was dried (sodium sulfate), and concentrated to afford the title compound. LRMS (APCI) calc'd for (C19H17FN4O) [M+H]+, 337.1. found 337.0. Reactants: [Si](C)(C)(C(C)(C)C)OCC1=CC2=C(C=N1)N=CN2C2=CC(=C(S2)C(=O)OC)OC(C)C2=C(C=C(C=C2)F)C(F)(F)F (methyl 5-[6-({[tert-butyl(dimethyl)silyl]oxy}methyl)-1H-imidazo[4,5-c]pyridin-1-yl]-3-{-1-[4-fluoro-2-(trifluoromethyl)phenyl]ethoxy}thiophene-2-carboxylate), saturated solution, N (ammonia). Run in CO (methanol). Reaction conditions: temperature 127.5 celsius, time 4 hour. Yields the product [Si](C)(C)(C(C)(C)C)OCC1=CC2=C(C=N1)N=CN2C2=CC(=C(S2)C(=O)N)OC(C)C2=C(C=C(C=C2)F)C(F)(F)F (5-[6-({[tert-butyl(dimethyl)silyl]oxy}methyl)-1H-imidazo[4,5-c]pyridin-1-yl]-3-{-1-[4-fluoro-2-(trifluoromethyl)phenyl]ethoxy}thiophene-2-carboxamide). Reaction SMILES: [Si:1]([O:8][CH2:9][C:10]1[N:15]=[CH:14][C:13]2[N:16]=[CH:17][N:18]([C:19]3[S:23][C:22]([C:24]([O:26]C)=O)=[C:21]([O:28][CH:29]([C:31]4[CH:36]=[CH:35][C:34]([F:37])=[CH:33][C:32]=4[C:38]([F:41])([F:40])[F:39])[CH3:30])[CH:20]=3)[C:12]=2[CH:11]=1)([C:4]([CH3:7])([CH3:6])[CH3:5])([CH3:3])[CH3:2].[NH3:42]>CO>[Si:1]([O:8][CH2:9][C:10]1[N:15]=[CH:14][C:13]2[N:16]=[CH:17][N:18]([C:19]3[S:23][C:22]([C:24]([NH2:42])=[O:26])=[C:21]([O:28][CH:29]([C:31]4[CH:36]=[CH:35][C:34]([F:37])=[CH:33][C:32]=4[C:38]([F:40])([F:39])[F:41])[CH3:30])[CH:20]=3)[C:12]=2[CH:11]=1)([C:4]([CH3:7])([CH3:5])[CH3:6])([CH3:2])[CH3:3]. Reported procedure: A mixture of 2.22 g of methyl 5-[6-({[tert-butyl(dimethyl)silyl]oxy}methyl)-1H-imidazo[4,5-c]pyridin-1-yl]-3-{-1-[4-fluoro-2-(trifluoromethyl)phenyl]ethoxy}thiophene-2-carboxylate and 168 ml of a saturated solution of ammonia in methanol is stirred in a microwave vial at 125-130° C. for 4 h in the microwave cavity. The reaction mixture is concentrated to dryness and the resulting residue is purified by flash chromatography [Silica gel, eluent: ethyl acetate/cyclohexane, elution gradient of 0/100... The reactants are CCO, Cl, O=[N+]([O-])c1ccc(-c2ccn[nH]2)cc1, O, O, Cl[Sn]Cl. Yields the product Nc1ccc(-c2ccn[nH]2)cc1. As a reaction SMILES: [CH3:21][CH2:22][OH:23].[ClH:20].[N+:1]([O-:2])(=[O:3])[c:4]1[cH:5][cH:6][c:7](-[c:10]2[cH:11][cH:12][n:13][nH:14]2)[cH:8][cH:9]1.[OH2:15].[OH2:16].[Sn:17]([Cl:18])[Cl:19]>>[NH2:1][c:4]1[cH:5][cH:6][c:7](-[c:10]2[cH:11][cH:12][n:13][nH:14]2)[cH:8][cH:9]1.